Dataset: the Open Reaction Database (ORD), a public repository of structured organic reaction records. Task: describe an organic reaction: reactants, conditions, products, and yield Reactants: S(=O)(=O)(O)CCN1N=NN=C1S (1-(2-sulfoethyl)-tetrazole-5-thiol), C(C)(C)O (isopropanol), C1(CCCCC1)N (cyclohexylamine), C(C)#N (acetonitrile). Yields the product S(=O)(=O)(O)CCN1N=NN=C1S (1-(2-sulfoethyl)tetrazole-5-thiol), C1(CCCCC1)NC1CCCCC1 (di-cyclohexylamine). RXN SMILES: [S:1]([CH2:5][CH2:6][N:7]1[C:11]([SH:12])=[N:10][N:9]=[N:8]1)([OH:4])(=[O:3])=[O:2].[CH:13]1([NH2:19])[CH2:18][CH2:17][CH2:16][CH2:15][CH2:14]1.[C:20](#N)[CH3:21].[CH:23](O)([CH3:25])[CH3:24]>>[S:1]([CH2:5][CH2:6][N:7]1[C:11]([SH:12])=[N:10][N:9]=[N:8]1)([OH:4])(=[O:3])=[O:2].[CH:13]1([NH:19][CH:21]2[CH2:20][CH2:5][CH2:25][CH2:23][CH2:24]2)[CH2:18][CH2:17][CH2:16][CH2:15][CH2:14]1. Procedure: A mixture of 21.5 g. (0.087 mol.) of methyl 2-sulfoethyldithiocarbamate potassium salt (0.5 hydrate) and 7.16 g. (0.11 mol.) of sodium azide in 200 ml. of water was refluxed for two hours. The solution was cooled to 25° and extracted with ethyl acetate. The aqueous phase was treated with Amberlite IR-12OH resin, washed with ether and evaporated to give an oil. The oil was dissolved in acetone, the solution was filterd and the filtrate was evaporated to dryness to give 1-(2-sulfoethyl)-tetrazole-... Product: C(C)N1N=CC=2C1=NC=C(C2NC2CCOCC2)C(=O)NC[C@H](C2=CC=CC=C2)O (1-Ethyl-N-[(2S)-2-hydroxy-2-phenylethyl]-4-(tetrahydro-2H-pyran-4-ylamino)-1H-pyrazolo[3,4-b]pyridine-5-carboxamide). Reported procedure: Intermediate 48 was prepared from Intermediate 17 and (1S)-2-amino-1-phenylethanol (commercially available from Fluka) using an analogous method to that for Intermediate 42. LCMS showed MH+=410; TRET=2.62 min. The reactants are C(C)N1N=CC=2C1=NC=C(C2NC2CCOCC2)C(=O)O (1-Ethyl-4-(tetrahydro-2H-pyran-4-ylamino)-1H-pyrazolo[3,4-b]pyridine-5-carboxylic acid), NC[C@@H](O)C1=CC=CC=C1 ((1S)-2-amino-1-phenylethanol), C(C)N1N=CC=2C1=NC=C(C2NC2CCOCC2)C(=O)N[C@@H](CO)C2=CC=CC=C2 (1-Ethyl-N-[(1R)-2-hydroxy-1-phenylethyl]-4-(tetrahydro-2H-pyran-4-ylamino)-1H-pyrazolo[3,4-b]pyridine-5-carboxamide). Reaction SMILES: [CH2:1]([N:3]1[C:7]2=[N:8][CH:9]=[C:10]([C:19](O)=[O:20])[C:11]([NH:12][CH:13]3[CH2:18][CH2:17][O:16][CH2:15][CH2:14]3)=[C:6]2[CH:5]=[N:4]1)[CH3:2].[NH2:22][CH2:23][C@H:24]([C:26]1[CH:31]=[CH:30][CH:29]=[CH:28][CH:27]=1)[OH:25].C(N1C2=NC=C(C(N[C@H](C3C=CC=CC=3)CO)=O)C(NC3CCOCC3)=C2C=N1)C>>[CH2:1]([N:3]1[C:7]2=[N:8][CH:9]=[C:10]([C:19]([NH:22][CH2:23][C@@H:24]([OH:25])[C:26]3[CH:31]=[CH:30][CH:29]=[CH:28][CH:27]=3)=[O:20])[C:11]([NH:12][CH:13]3[CH2:18][CH2:17][O:16][CH2:15][CH2:14]3)=[C:6]2[CH:5]=[N:4]1)[CH3:2]. Reactants: CCCCCCCC(=NOCCN1CCCC(C(=O)OCC)C1)c1ccccc1, CCO, Cl, [Na+], [OH-]. Product: Cl, CCCCCCCC(=NOCCN1CCCC(C(=O)O)C1)c1ccccc1. As a reaction SMILES: [CH2:1]([CH3:2])[O:3][C:4](=[O:5])[CH:6]1[CH2:7][N:8]([CH2:12][CH2:13][O:14][N:15]=[C:16]([CH2:17][CH2:18][CH2:19][CH2:20][CH2:21][CH2:22][CH3:23])[c:24]2[cH:25][cH:26][cH:27][cH:28][cH:29]2)[CH2:9][CH2:10][CH2:11]1.[CH3:33][CH2:34][OH:35].[ClH:32].[Na+:31].[OH-:30]>>[ClH:32].[O:3]=[C:4]([OH:5])[CH:6]1[CH2:7][N:8]([CH2:12][CH2:13][O:14][N:15]=[C:16]([CH2:17][CH2:18][CH2:19][CH2:20][CH2:21][CH2:22][CH3:23])[c:24]2[cH:25][cH:26][cH:27][cH:28][cH:29]2)[CH2:9][CH2:10][CH2:11]1. Procedure details: Intermediate 68 was prepared from 2-methyl-3-chloroaniline (Aldrich) in a similar manner to Intermediate 13. Product: ClC1=C(C=NC2=C(C(=CC=C12)Cl)C)C(=O)N (4.7-Dichloro-8-methyl-3-quinolinecarboxamide). Reaction SMILES: [CH3:1][C:2]1[C:8]([Cl:9])=[CH:7][CH:6]=[CH:5][C:3]=1[NH2:4].[Cl:10][C:11]1C2C(=CC=C(I)C=2)N=[CH:13][C:12]=1[C:22]([NH2:24])=[O:23]>>[Cl:10][C:11]1[C:5]2[C:3](=[C:2]([CH3:1])[C:8]([Cl:9])=[CH:7][CH:6]=2)[N:4]=[CH:13][C:12]=1[C:22]([NH2:24])=[O:23]. Reactants: CC1=C(N)C=CC=C1Cl (2-methyl-3-chloroaniline), ClC1=C(C=NC2=CC=C(C=C12)I)C(=O)N (4-Chloro-6-iodo-3-quinolinecarboxamide). Starting materials: Cl.N1N=CC2=CC(=CC=C12)NC1=NC(=NC2=CC=C(C=C12)OCCN1C(CCC1)=O)C=1C=C(C=CC1)NC(CCC)=O (N-(3-(4-(1H-indazol-5-ylamino)-6-(2-(2-oxopyrrolidin-1-yl)ethoxy)quinazolin-2-yl)phenyl)butyramide hydrochloride). Solvent: Cl (HCl). Reaction conditions: time 4 hour. The product is N1N=CC2=CC(=CC=C12)NC1=NC(=NC2=CC=C(C=C12)OCCN1C(CCC1)=O)C=1C=C(C=CC1)NC(CCC)=O (N-(3-(4-(1H-indazol-5-ylamino)-6-(2-(2-oxopyrrolidin-1-yl)ethoxy)-quinazolin-2-yl)phenyl)butyramide). RXN SMILES: Cl.[NH:2]1[C:10]2[C:5](=[CH:6][C:7]([NH:11][C:12]3[C:21]4[C:16](=[CH:17][CH:18]=[C:19]([O:22][CH2:23][CH2:24][N:25]5[CH2:29][CH2:28][CH2:27][C:26]5=[O:30])[CH:20]=4)[N:15]=[C:14]([C:31]4[CH:32]=[C:33]([NH:37][C:38](=[O:42])[CH2:39][CH2:40][CH3:41])[CH:34]=[CH:35][CH:36]=4)[N:13]=3)=[CH:8][CH:9]=2)[CH:4]=[N:3]1>Cl>[NH:2]1[C:10]2[C:5](=[CH:6][C:7]([NH:11][C:12]3[C:21]4[C:16](=[CH:17][CH:18]=[C:19]([O:22][CH2:23][CH2:24][N:25]5[CH2:29][CH2:28][CH2:27][C:26]5=[O:30])[CH:20]=4)[N:15]=[C:14]([C:31]4[CH:32]=[C:33]([NH:37][C:38](=[O:42])[CH2:39][CH2:40][CH3:41])[CH:34]=[CH:35][CH:36]=4)[N:13]=3)=[CH:8][CH:9]=2)[CH:4]=[N:3]1 |f:0.1|. Procedure details: The purified solid was taken up in HCl (4M in 1,4 dioxane, 30 mL) and stirred at RT for 4 h. The volatiles were removed in vacuo and the residue was washed with CH2Cl2 to give N-(3-(4-(1H-indazol-5-ylamino)-6-(2-(2-oxopyrrolidin-1-yl)ethoxy)quinazolin-2-yl)phenyl)butyramide hydrochloride (0.025 g, 0.043 mmol, 23% over two steps). MS 550 (M+1). HPLC retention time 5.30 mins.